This data is from the Open Reaction Database (ORD), a public repository of structured organic reaction records. The task is: describe an organic reaction: reactants, conditions, products, and yield Reactants: C(C1=CC=CC=C1)(C1=CC=CC=C1)(C1=CC=CC=C1)OCC(CCCCCCCCCCCCCCCC)O ((rac)-1-O-trityl-1,2-octadecanediol), [H-].[Na+] (sodium hydride), CI (methyl iodide). Run in O1CCCC1 (tetrahydrofuran), O1CCCC1 (tetrahydrofuran). Reaction conditions: time 30 minute. Yields the product C(C1=CC=CC=C1)(C1=CC=CC=C1)(C1=CC=CC=C1)OCC(CCCCCCCCCCCCCCCC)OC ((rac)-1-O-trityl-2-O-methyl-1,2-octadecanediol). The yield is 78.3%. RXN SMILES: [H-].[Na+].[C:3]([O:22][CH2:23][CH:24]([OH:41])[CH2:25][CH2:26][CH2:27][CH2:28][CH2:29][CH2:30][CH2:31][CH2:32][CH2:33][CH2:34][CH2:35][CH2:36][CH2:37][CH2:38][CH2:39][CH3:40])([C:16]1[CH:21]=[CH:20][CH:19]=[CH:18][CH:17]=1)([C:10]1[CH:15]=[CH:14][CH:13]=[CH:12][CH:11]=1)[C:4]1[CH:9]=[CH:8][CH:7]=[CH:6][CH:5]=1.[CH3:42]I>O1CCCC1>[C:3]([O:22][CH2:23][CH:24]([O:41][CH3:42])[CH2:25][CH2:26][CH2:27][CH2:28][CH2:29][CH2:30][CH2:31][CH2:32][CH2:33][CH2:34][CH2:35][CH2:36][CH2:37][CH2:38][CH2:39][CH3:40])([C:10]1[CH:15]=[CH:14][CH:13]=[CH:12][CH:11]=1)([C:16]1[CH:17]=[CH:18][CH:19]=[CH:20][CH:21]=1)[C:4]1[CH:9]=[CH:8][CH:7]=[CH:6][CH:5]=1 |f:0.1|. Reported procedure: To a stirred suspension of sodium hydride (2.40 g, 60% oil dispersion, washed with dry petroleum ether) in dry tetrahydrofuran (40 ml) was portionwise added (rac)-1-O-trityl-1,2-octadecanediol (12.2 g) at ambient temperature. After the mixture was stirred for 30 minutes at the same temperature, a solution of methyl iodide (13.1 g) in dry tetrahydrofuran (40 ml) was dropwise added during a period of 45 minutes. After stirring for 3.5 hours at the same temperature, the mixture was evaporated under... The reactants are N1CCNCC1 (piperazine), C1(=CC=CC=C1)SCCCCl (3-phenylthio-1-chloropropane), [OH-].[Na+] (sodium hydroxide). The solvent is alcohol. Product: C1(=CC=CC=C1)SCCCN1CCNCC1 (1-(3-phenylthiopropyl)piperazine). As a reaction SMILES: [NH:1]1[CH2:6][CH2:5][NH:4][CH2:3][CH2:2]1.[C:7]1([S:13][CH2:14][CH2:15][CH2:16]Cl)[CH:12]=[CH:11][CH:10]=[CH:9][CH:8]=1.[OH-].[Na+]>>[C:7]1([S:13][CH2:14][CH2:15][CH2:16][N:1]2[CH2:6][CH2:5][NH:4][CH2:3][CH2:2]2)[CH:12]=[CH:11][CH:10]=[CH:9][CH:8]=1 |f:2.3|. Procedure details: To 1 liter 50% aqueous alcohol are added 3 moles piperazine, 1 mole 3-phenylthio-1-chloropropane, 1 mole 10N sodium hydroxide. The mixture is refluxed for 24 hours, with stirring. The methanol is then evaporated off, and the resulting material is extracted with methylene chloride. The organic phase is thoroughly washed with water, and is then concentrated and distilled, to give 1-(3-phenylthiopropyl)piperazine, bp0.5 mm =140°-142° C. The reactants are CC(C)(C)CC(C)(C)NS(=O)(=O)C=Cc1cccnc1, ClCCl, O=C(O)C(F)(F)F. Product: NS(=O)(=O)C=Cc1cccnc1. RXN SMILES: [CH3:1][C:2]([CH3:3])([CH2:4][C:5]([CH3:6])([CH3:7])[CH3:8])[NH:9][S:10](=[O:11])(=[O:12])[CH:13]=[CH:14][c:15]1[cH:16][n:17][cH:18][cH:19][cH:20]1.[Cl:28][CH2:29][Cl:30].[OH:21][C:22]([C:23]([F:24])([F:25])[F:26])=[O:27]>>[NH2:9][S:10](=[O:11])(=[O:12])[CH:13]=[CH:14][c:15]1[cH:16][n:17][cH:18][cH:19][cH:20]1. Starting materials: O(C1=CC=CC=C1)C=1C=C(C=O)C=CC1F (3-phenoxy-4-fluoro-benzaldehyde), CC1(C(C1C=C(C1=CC=C(C=C1)Cl)Br)C(=O)Cl)C (2,2-dimethyl-3-(2-bromo-2-(4-chlorophenyl)-vinyl)-cyclopropanecarboxylic acid chloride), [C-]#N.[Na+] (sodium cyanide), O (water). Solvent: C1(=CC=CC=C1)C (toluene), CCCCCC (n-hexane). Reaction SMILES: [O:1]([C:8]1[CH:9]=[C:10]([CH:13]=[CH:14][C:15]=1[F:16])[CH:11]=[O:12])[C:2]1[CH:7]=[CH:6][CH:5]=[CH:4][CH:3]=1.[CH3:17][C:18]1([CH3:34])[CH:20]([CH:21]=[C:22]([Br:30])[C:23]2[CH:28]=[CH:27][C:26]([Cl:29])=[CH:25][CH:24]=2)[CH:19]1[C:31](Cl)=[O:32].[C-:35]#[N:36].[Na+].O>[Br-].C([N+](CCCC)(CCCC)CCCC)CCC.C1(C)C=CC=CC=1.CCCCCC>[O:1]([C:8]1[CH:9]=[C:10]([CH:13]=[CH:14][C:15]=1[F:16])[CH:11]([O:12][C:31]([CH:19]1[CH:20]([CH:21]=[C:22]([Br:30])[C:23]2[CH:28]=[CH:27][C:26]([Cl:29])=[CH:25][CH:24]=2)[C:18]1([CH3:34])[CH3:17])=[O:32])[C:35]#[N:36])[C:2]1[CH:3]=[CH:4][CH:5]=[CH:6][CH:7]=1 |f:2.3,5.6|. Product: O(C1=CC=CC=C1)C=1C=C(C(C#N)OC(=O)C2C(C2C=C(C2=CC=C(C=C2)Cl)Br)(C)C)C=CC1F (2,2-dimethyl-3-(2-bromo-2-(4-chloro-phenyl)-vinyl)-cyclopropanecarboxylic acid 3-phenoxy-4-fluoro-α-cyano-benzyl ester). Procedure: 4.32 g (0.02 mol) of 3-phenoxy-4-fluoro-benzaldehyde and 6.96 g (0.02 mol) of 2,2-dimethyl-3-(2-bromo-2-(4-chlorophenyl)-vinyl)-cyclopropanecarboxylic acid chloride were together added dropwise to a mixture of 1.6 g of sodium cyanide, 2.5 ml of water, 100 ml of n-hexane and 0.5 g of tetrabutylammonium bromide at 20°-25° C., while stirring, and the mixture was then stirred at 20°-25° C. for 4 hours. 300 ml of toluene were then added to the reaction mixture and the mixture was extracted by shaking... The yield is 70.3%. Reagents/catalysts: [Br-].C(CCC)[N+](CCCC)(CCCC)CCCC (tetrabutylammonium bromide). Reactants: ClCC(CC(=O)OCC)=O (ethyl 4-chloroacetoacetate), O=C[C@H](O)[C@@H](O)[C@H](O)[C@H](O)CO (glucose), C1=CC(=C[N+](=C1)[C@H]2[C@@H]([C@@H]([C@H](O2)COP(=O)(O)OP(=O)(O)OC[C@@H]3[C@H]([C@H]([C@@H](O3)N4C=NC5=C4N=CN=C5N)OP(=O)(O)O)O)O)O)C(=O)N (NADP), [OH-].[Na+] (sodium hydroxide). Conditions: temperature 30 celsius, time 12 hour. Yields the product ClCC(CC(=O)OCC)O (Ethyl 4-chloro-3-hydroxybutyrate). Yield: 98.0%. As a reaction SMILES: O=C[C@@H]([C@H]([C@@H]([C@@H](CO)O)O)O)O.C1C=[N+]([C@@H]2O[C@H](COP(OP(OC[C@H]3O[C@@H](N4C5N=CN=C(N)C=5N=C4)[C@H](OP(O)(O)=O)[C@@H]3O)(O)=O)(O)=O)[C@@H](O)[C@H]2O)C=C(C(N)=O)C=1.[OH-].[Na+].[Cl:63][CH2:64][C:65](=[O:72])[CH2:66][C:67]([O:69][CH2:70][CH3:71])=[O:68]>>[Cl:63][CH2:64][CH:65]([OH:72])[CH2:66][C:67]([O:69][CH2:70][CH3:71])=[O:68] |f:2.3|. Procedure: The culture of the recombinant Escherichia coli HB101 (pNTRGG1) as obtained in Example 9 was subjected to ultrasonic cell disruption using SONIFIRE 250 (product of BRANSON). To 20 ml of this cell disruption fluid, there were added 4 g of glucose and 3 mg of NADP. While stirring this reaction mixture at 30° C. and adjusting the pH to 6.5 by dropwise addition of 5 M sodium hydroxide, a total of 2 g of ethyl 4-chloroacetoacetate was added to the mixture continuously at a rate of 0.2 g per hour. Aft... The reactants are O=C1OC2(CCN(C(=O)c3c[nH]c4cc(Cl)ccc34)CC2)c2ccc(F)cc21, Fc1cccc(CCl)c1. Yields the product O=C1OC2(CCN(C(=O)c3cn(Cc4cccc(F)c4)c4cc(Cl)ccc34)CC2)c2ccc(F)cc21. As a reaction SMILES: [Cl:1][c:2]1[cH:3][cH:4][c:5]2[c:6]([C:11](=[O:12])[N:13]3[CH2:14][CH2:15][C:16]4([O:17][C:18](=[O:26])[c:19]5[c:20]4[cH:21][cH:22][c:23]([F:25])[cH:24]5)[CH2:27][CH2:28]3)[cH:7][nH:8][c:9]2[cH:10]1.[F:29][c:30]1[cH:31][c:32]([CH2:33][Cl:34])[cH:35][cH:36][cH:37]1>>[Cl:1][c:2]1[cH:3][cH:4][c:5]2[c:6]([C:11](=[O:12])[N:13]3[CH2:14][CH2:15][C:16]4([O:17][C:18](=[O:26])[c:19]5[c:20]4[cH:21][cH:22][c:23]([F:25])[cH:24]5)[CH2:27][CH2:28]3)[cH:7][n:8]([CH2:33][c:32]3[cH:31][c:30]([F:29])[cH:37][cH:36][cH:35]3)[c:9]2[cH:10]1. Reactants: Cl, COc1cc2c(c3c1C1CCC3CC1)OC(CN=[N+]=[N-])C2. The product is COc1cc2c(c3c1C1CCC3CC1)OC(CN)C2. Reaction SMILES: [ClH:22].[N:1](=[N+:2]=[N-:3])[CH2:4][CH:5]1[CH2:6][c:7]2[c:8]([c:10]3[c:15]([c:16]([O:18][CH3:19])[cH:17]2)[CH:14]2[CH2:13][CH2:12][CH:11]3[CH2:21][CH2:20]2)[O:9]1>>[NH2:1][CH2:4][CH:5]1[CH2:6][c:7]2[c:8]([c:10]3[c:15]([c:16]([O:18][CH3:19])[cH:17]2)[CH:14]2[CH2:13][CH2:12][CH:11]3[CH2:21][CH2:20]2)[O:9]1.